From a dataset of the Open Reaction Database (ORD), a public repository of structured organic reaction records. describe an organic reaction: reactants, conditions, products, and yield Reactants: ice water, C([O-])([O-])=O.[K+].[K+] (potassium carbonate), FC1=CC(=C(N)C=C1F)[N+](=O)[O-] (4,5-difluoro-2-nitroaniline), C1=NC=CC=2C(=CC=CC12)S (5-Isoquinolinethiol). Run in CN(C)C=O (DMF). Run at time 2 hour. Product: FC1=CC(=C(N)C=C1SC1=C2C=CN=CC2=CC=C1)[N+](=O)[O-] (4-fluoro-5-(5-isoquinolylsulfanyl)-2-nitroaniline). Yield: 112.4%. As a reaction SMILES: [CH:1]1[C:10]2[CH:9]=[CH:8][CH:7]=[C:6]([SH:11])[C:5]=2[CH:4]=[CH:3][N:2]=1.C(=O)([O-])[O-].[K+].[K+].[F:18][C:19]1[C:25](F)=[CH:24][C:22]([NH2:23])=[C:21]([N+:27]([O-:29])=[O:28])[CH:20]=1>CN(C=O)C>[F:18][C:19]1[C:25]([S:11][C:6]2[CH:7]=[CH:8][CH:9]=[C:10]3[C:5]=2[CH:4]=[CH:3][N:2]=[CH:1]3)=[CH:24][C:22]([NH2:23])=[C:21]([N+:27]([O-:29])=[O:28])[CH:20]=1 |f:1.2.3|. Reported procedure: 5-Isoquinolinethiol 1.00 g (6.2 mmol) was dissolved in DMF 25 ml, potassium carbonate 1.60 g (11.6 mmol) and 4,5-difluoro-2-nitroaniline 1.00 g (5.5 mmol) were added, and the mixture was stirred at room temperature for 2 hours. The reaction solution was poured into ice water, and the resulting precipitates were collected and washed with water to give 4-fluoro-5-(5-isoquinolylsulfanyl)-2-nitroaniline 1.95 g (quantitative). The reactants are aqueous solution, [OH-].[Na+] (sodium hydroxide), Cl.Cl.C1(=CC=CC=C1)C(OC1CCN(CC1)CCCNC=1C=CC=2N(N1)C=C(N2)C2(CC2)C(=O)OC(C)C)C2=CC=CC=C2 (isopropyl 1-[6-[3-[4-(diphenylmethoxy)piperidino]propylamino]imidazo[1,2-b]pyridazin-2-yl]cyclopropanecarboxylate dihydrochloride). Solvent: C(C)O (ethanol). Product: C1(=CC=CC=C1)C(OC1CCN(CC1)CCCNC=1C=CC=2N(N1)C=C(N2)C2(CC2)C(=O)O)C2=CC=CC=C2 (1-[6-[3-[4-(diphenylmethoxy)piperidino] propylamino]imidazo[1,2-b]pyridazin-2-yl]cyclopropanecarboxylic acid). Yield: 70.6%. As a reaction SMILES: Cl.Cl.[C:3]1([CH:9]([C:39]2[CH:44]=[CH:43][CH:42]=[CH:41][CH:40]=2)[O:10][CH:11]2[CH2:16][CH2:15][N:14]([CH2:17][CH2:18][CH2:19][NH:20][C:21]3[CH:22]=[CH:23][C:24]4[N:25]([CH:27]=[C:28]([C:30]5([C:33]([O:35]C(C)C)=[O:34])[CH2:32][CH2:31]5)[N:29]=4)[N:26]=3)[CH2:13][CH2:12]2)[CH:8]=[CH:7][CH:6]=[CH:5][CH:4]=1.[OH-].[Na+]>C(O)C>[C:39]1([CH:9]([C:3]2[CH:4]=[CH:5][CH:6]=[CH:7][CH:8]=2)[O:10][CH:11]2[CH2:12][CH2:13][N:14]([CH2:17][CH2:18][CH2:19][NH:20][C:21]3[CH:22]=[CH:23][C:24]4[N:25]([CH:27]=[C:28]([C:30]5([C:33]([OH:35])=[O:34])[CH2:31][CH2:32]5)[N:29]=4)[N:26]=3)[CH2:15][CH2:16]2)[CH:44]=[CH:43][CH:42]=[CH:41][CH:40]=1 |f:0.1.2,3.4|. Procedure details: 554 mg of isopropyl 1-[6-[3-[4-(diphenylmethoxy)piperidino]propylamino]imidazo[1,2-b]pyridazin-2-yl]cyclopropanecarboxylate dihydrochloride was dissolved in 3 ml of ethanol; 1.73 ml of a 2 N aqueous solution of sodium hydroxide was added, followed by thermal refluxing for 1.5 hours. After cooling, the mixture was concentrated under reduced pressure; the residue was diluted with water, washed with ethyl acetate and ajusted to pH 5.5 by the addition of 1 N hydrochloric acid. The mixture was crysta...